Dataset: the Open Reaction Database (ORD), a public repository of structured organic reaction records. Task: describe an organic reaction: reactants, conditions, products, and yield Reactants: O=C([O-])[O-], [Cs+], [Cs+], C1CCOC1, O, COc1cc(CC(=O)Nc2cccc(I)c2)ccc1O, OB(O)c1ccccc1, c1ccc(P(c2ccccc2)(c2ccccc2)[Pd](P(c2ccccc2)(c2ccccc2)c2ccccc2)(P(c2ccccc2)(c2ccccc2)c2ccccc2)P(c2ccccc2)(c2ccccc2)c2ccccc2)cc1. Yields the product COc1cc(CC(=O)Nc2cccc(-c3ccccc3)c2)ccc1O. RXN SMILES: [C:30](=[O:31])([O-:32])[O-:33].[Cs+:34].[Cs+:35].[O:37]1[CH2:38][CH2:39][CH2:40][CH2:41]1.[OH2:36].[OH:1][c:2]1[c:3]([O:19][CH3:20])[cH:4][c:5]([CH2:8][C:9](=[O:10])[NH:11][c:12]2[cH:13][c:14]([I:18])[cH:15][cH:16][cH:17]2)[cH:6][cH:7]1.[OH:21][B:22]([OH:23])[c:24]1[cH:25][cH:26][cH:27][cH:28][cH:29]1.[cH:42]1[cH:43][cH:44][c:45]([P:46]([Pd:47]([P:48]([c:49]2[cH:50][cH:51][cH:52][cH:53][cH:54]2)([c:55]2[cH:56][cH:57][cH:58][cH:59][cH:60]2)[c:61]2[cH:62][cH:63][cH:64][cH:65][cH:66]2)([P:67]([c:68]2[cH:69][cH:70][cH:71][cH:72][cH:73]2)([c:74]2[cH:75][cH:76][cH:77][cH:78][cH:79]2)[c:80]2[cH:81][cH:82][cH:83][cH:84][cH:85]2)[P:86]([c:87]2[cH:88][cH:89][cH:90][cH:91][cH:92]2)([c:93]2[cH:94][cH:95][cH:96][cH:97][cH:98]2)[c:99]2[cH:100][cH:101][cH:102][cH:103][cH:104]2)([c:105]2[cH:106][cH:107][cH:108][cH:109][cH:110]2)[c:111]2[cH:112][cH:113][cH:114][cH:115][cH:116]2)[cH:117][cH:118]1>>[OH:1][c:2]1[c:3]([O:19][CH3:20])[cH:4][c:5]([CH2:8][C:9](=[O:10])[NH:11][c:12]2[cH:13][c:14](-[c:24]3[cH:25][cH:26][cH:27][cH:28][cH:29]3)[cH:15][cH:16][cH:17]2)[cH:6][cH:7]1. Reactants: CN(C)C=O, COc1c(C)cnc(CO)c1C, [Cl-], [Li+], [Na+], [OH-]. The product is Cc1cnc(CO)c(C)c1O. RXN SMILES: [CH3:17][N:18]([CH3:19])[CH:20]=[O:21].[CH3:1][O:2][c:3]1[c:4]([CH3:12])[c:5]([CH2:10][OH:11])[n:6][cH:7][c:8]1[CH3:9].[Cl-:14].[Li+:13].[Na+:16].[OH-:15]>>[OH:2][c:3]1[c:4]([CH3:12])[c:5]([CH2:10][OH:11])[n:6][cH:7][c:8]1[CH3:9]. As a reaction SMILES: [N:1]1[CH:6]=[C:5]([C:7]2[CH:8]=[C:9]([CH:13]=[CH:14][CH:15]=2)[C:10]([OH:12])=O)[CH:4]=[N:3][CH:2]=1.[F:16][C:17]([F:27])([F:26])[CH2:18][C:19]1[CH:25]=[CH:24][C:22]([NH2:23])=[CH:21][CH:20]=1>C(Cl)Cl>[N:3]1[CH:4]=[C:5]([C:7]2[CH:8]=[C:9]([CH:13]=[CH:14][CH:15]=2)[C:10]([NH:23][C:22]2[CH:24]=[CH:25][C:19]([CH2:18][C:17]([F:16])([F:26])[F:27])=[CH:20][CH:21]=2)=[O:12])[CH:6]=[N:1][CH:2]=1. Yields the product N1=CN=CC(=C1)C=1C=C(C(=O)NC2=CC=C(C=C2)CC(F)(F)F)C=CC1 (3-(Pyrimidin-5-yl)-N-(4-(2,2,2-trifluoroethyl)phenyl)benzamide). Procedure details: A mixture of 3-pyrimidin-5-yl-benzoic acid (100 mg, 0.50 mmol) SOCl2 (73 μL, 1.0 mmol) was heated under reflux for 4 h. The solvent was evaporated off under reduced pressure and the residue was dissolved in DCM (5 mL) and slowly added to a mixture of 4-(2,2,2-trifluoroethyl)aniline (105 mg, 0.60 mmol) and TEA (140 μL, 1.0 mmol) in DCM (5 mL). The mixture was stirred at RT overnight. The solvent was evaporated off under reduced pressure and the residue was suspended in water (20 mL) filtered and ... Starting materials: FC(CC1=CC=C(N)C=C1)(F)F (4-(2,2,2-trifluoroethyl)aniline), TEA, N1=CN=CC(=C1)C=1C=C(C(=O)O)C=CC1 (3-pyrimidin-5-yl-benzoic acid). Reaction conditions: time 8 hour. Run in C(Cl)Cl (DCM). As a reaction SMILES: [C:1]([CH3:2])([CH3:3])([CH3:4])[c:5]1[cH:6][c:7]([NH:10][C:11](=[O:12])[NH:13][c:14]2[cH:15][c:16]([O:20][c:21]3[n:22][cH:23][n:24][c:25]4[cH:26][c:27]([O:33][CH2:34][CH2:35][CH2:36][Cl:37])[c:28]([O:31][CH3:32])[cH:29][c:30]34)[cH:17][cH:18][cH:19]2)[n:8][o:9]1.[CH2:61]([N+:62]([CH2:63][CH2:64][CH2:65][CH3:66])([CH2:67][CH2:68][CH2:69][CH3:70])[CH2:71][CH2:72][CH2:73][CH3:74])[CH2:75][CH2:76][CH3:77].[CH:46]([N:47]([CH:48]([CH3:49])[CH3:50])[CH2:51][CH3:52])([CH3:53])[CH3:54].[I-:60].[O:55]=[CH:56][N:57]([CH3:58])[CH3:59].[S:38]1(=[O:44])(=[O:45])[CH2:39][CH2:40][NH:41][CH2:42][CH2:43]1>>[C:1]([CH3:2])([CH3:3])([CH3:4])[c:5]1[cH:6][c:7]([NH:10][C:11](=[O:12])[NH:13][c:14]2[cH:15][c:16]([O:20][c:21]3[n:22][cH:23][n:24][c:25]4[cH:26][c:27]([O:33][CH2:34][CH2:35][CH2:36][N:41]5[CH2:40][CH2:39][S:38](=[O:44])(=[O:45])[CH2:43][CH2:42]5)[c:28]([O:31][CH3:32])[cH:29][c:30]34)[cH:17][cH:18][cH:19]2)[n:8][o:9]1. The reactants are COc1cc2c(Oc3cccc(NC(=O)Nc4cc(C(C)(C)C)on4)c3)ncnc2cc1OCCCCl, CCCC[N+](CCCC)(CCCC)CCCC, CCN(C(C)C)C(C)C, [I-], CN(C)C=O, O=S1(=O)CCNCC1. The product is COc1cc2c(Oc3cccc(NC(=O)Nc4cc(C(C)(C)C)on4)c3)ncnc2cc1OCCCN1CCS(=O)(=O)CC1. Reactants: C(O)([O-])=O.[Na+] (sodium hydrogencarbonate), ClC1=CC(=CC=C1)C(=O)OO (m-chloroperbenzoic acid), C(C)N(C(=O)C1=C(C=CC=C1)SC=1[C@@H]([C@H]2N(C1C(=O)OCC1=CC=C(C=C1)[N+](=O)[O-])C([C@@H]2[C@@H](C)O[Si](C)(C)C)=O)C)CC (4-nitrobenzyl (1R,5S,6S)-2-(2-diethylcarbamoylphenylthio)-1-methyl-6-[1(R)-trimethylsilyloxyethyl]-1-carbapen-2-em-3-carboxylate). Solvent: C(Cl)Cl (methylene chloride), C(Cl)Cl (methylene chloride). Yields the product C(C)N(C(=O)C1=C(C=CC=C1)S(=O)C=1[C@@H]([C@H]2N(C1C(=O)OCC1=CC=C(C=C1)[N+](=O)[O-])C([C@@H]2[C@@H](C)O[Si](C)(C)C)=O)C)CC (4-Nitrobenzyl (1R,5S,6S)-2-(2-diethylcarbamoylphenylsulfinyl)-1-methyl-6-[1(R)-trimethylsilyloxyethyl]-1-carbapen-2-em-3-carboxylate). Isolated yield 83.4%. RXN SMILES: C(=O)([O-])[OH:2].[Na+].[CH2:6]([N:8]([CH2:47][CH3:48])[C:9]([C:11]1[CH:16]=[CH:15][CH:14]=[CH:13][C:12]=1[S:17][C:18]1[C@H:19]([CH3:46])[C@@H:20]2[C@@H:37]([C@H:38]([O:40][Si:41]([CH3:44])([CH3:43])[CH3:42])[CH3:39])[C:36](=[O:45])[N:21]2[C:22]=1[C:23]([O:25][CH2:26][C:27]1[CH:32]=[CH:31][C:30]([N+:33]([O-:35])=[O:34])=[CH:29][CH:28]=1)=[O:24])=[O:10])[CH3:7].ClC1C=CC=C(C(OO)=O)C=1>C(Cl)Cl>[CH2:47]([N:8]([CH2:6][CH3:7])[C:9]([C:11]1[CH:16]=[CH:15][CH:14]=[CH:13][C:12]=1[S:17]([C:18]1[C@H:19]([CH3:46])[C@@H:20]2[C@@H:37]([C@H:38]([O:40][Si:41]([CH3:44])([CH3:43])[CH3:42])[CH3:39])[C:36](=[O:45])[N:21]2[C:22]=1[C:23]([O:25][CH2:26][C:27]1[CH:28]=[CH:29][C:30]([N+:33]([O-:35])=[O:34])=[CH:31][CH:32]=1)=[O:24])=[O:2])=[O:10])[CH3:48] |f:0.1|. Reported procedure: 122 mg (1.45 mmol) of sodium hydrogencarbonate were added to 6 ml of a methylene chloride solution containing 304 mg (0.486 mmol) of 4-nitrobenzyl (1R,5S,6S)-2-(2-diethylcarbamoylphenylthio)-1-methyl-6-[1(R)-trimethylsilyloxyethyl]-1-carbapen-2-em-3-carboxylate (prepared as described in Example 34). The mixture was then placed in an ice bath while 105 mg (0.487 mmol) of m-chloroperbenzoic acid (80% purity) were added, with stirring. The reaction mixture was stirred for 1 hour at the same tempera... Reactants: [N+](=O)([O-])C1=CC=C(C=C1)N1CCN(CC1)CCO (4-(4-nitrophenyl)-1-piperazine-ethanol), [N-]=C=S (isothiocyanate). Yields the product OCCN1CCN(CC1)C1=CC=C(C=C1)N=C=S (4-(2-Hydroxyethyl)-1-(4-isothiocyanatophenyl)piperazine). As a reaction SMILES: [N+:1]([C:4]1[CH:9]=[CH:8][C:7]([N:10]2[CH2:15][CH2:14][N:13]([CH2:16][CH2:17][OH:18])[CH2:12][CH2:11]2)=[CH:6][CH:5]=1)([O-])=O.[N-]=[C:20]=[S:21]>>[OH:18][CH2:17][CH2:16][N:13]1[CH2:14][CH2:15][N:10]([C:7]2[CH:8]=[CH:9][C:4]([N:1]=[C:20]=[S:21])=[CH:5][CH:6]=2)[CH2:11][CH2:12]1. Procedure: This compound was prepared from 4-(4-nitrophenyl)-1-piperazine-ethanol (Bionet Research Ltd.) using the hydrogenation and isothiocyanate-forming reactions used in Example 4. Reactants: COC1=CC=C(C(C2=CC=C(C=C2)OC)(C2=CC=CC=C2)OC[C@@H]2[C@H](C[C@@H](CO2)N=[N+]=[N-])O)C=C1 (6-O-(4,4′-Dimethoxytrityl)-1,5-anhydro-2-azido-2,3-dideoxy-D-mannitol), C1(=CC=CC=C1)P(C1=CC=CC=C1)C1=CC=CC=C1 (triphenylphosphane). Solvent: N1=CC=CC=C1 (pyridine), N (ammonia). Conditions: time 18 hour. Product: COC1=CC=C(C(C2=CC=C(C=C2)OC)(C2=CC=CC=C2)OC[C@@H]2[C@H](C[C@@H](CO2)N)O)C=C1 (6-O-(4,4′-Dimethoxytrityl)-1,5-anhydro-2-amino-2,3-dideoxy-D-mannitol). Yield: 92.6%. Reaction SMILES: [CH3:1][O:2][C:3]1[CH:35]=[CH:34][C:6]([C:7]([O:22][CH2:23][C@H:24]2[O:29][CH2:28][C@@H:27]([N:30]=[N+]=[N-])[CH2:26][C@@H:25]2[OH:33])([C:16]2[CH:21]=[CH:20][CH:19]=[CH:18][CH:17]=2)[C:8]2[CH:13]=[CH:12][C:11]([O:14][CH3:15])=[CH:10][CH:9]=2)=[CH:5][CH:4]=1.C1(P(C2C=CC=CC=2)C2C=CC=CC=2)C=CC=CC=1>N1C=CC=CC=1.N>[CH3:15][O:14][C:11]1[CH:10]=[CH:9][C:8]([C:7]([O:22][CH2:23][C@H:24]2[O:29][CH2:28][C@@H:27]([NH2:30])[CH2:26][C@@H:25]2[OH:33])([C:16]2[CH:21]=[CH:20][CH:19]=[CH:18][CH:17]=2)[C:6]2[CH:5]=[CH:4][C:3]([O:2][CH3:1])=[CH:35][CH:34]=2)=[CH:13][CH:12]=1. Procedure details: 6.5 g (13.7 mmole) of 6-O-DMT-1,5-anhydro-2-azido-2,3-dideoxy-D-mannitol (5) were dissolved in 70 ml of pyridine and 50 ml of 32% aqueous ammonia, then 6.1 g (23.3 mmole) of triphenylphosphane are added. The reaction mixture was stirred for 18 h at r.t. Thereafter the reaction mixture was evaporated. The residue was dissolved in 400 ml of ethyl acetate und washed twice with 200 ml of 5% sodium hydrogencarbonate solution. Organic layer was separated, dried over sodium sulfate, filtered and evapor...